From a dataset of the Open Reaction Database (ORD), a public repository of structured organic reaction records. describe an organic reaction: reactants, conditions, products, and yield Reactants: CCCCCCCC(=O)OCC1OC1CCCCC(C)C, CO, [K+], [OH-]. The product is CC(C)CCCCC1OC1CO. As a reaction SMILES: [C:1](=[O:2])([CH2:3][CH2:4][CH2:5][CH2:6][CH2:7][CH2:8][CH3:9])[O:10][CH2:11][CH:12]1[CH:13]([CH2:14][CH2:15][CH2:16][CH2:17][CH:18]([CH3:19])[CH3:20])[O:21]1.[CH3:22][OH:23].[K+:25].[OH-:24]>>[OH:10][CH2:11][CH:12]1[CH:13]([CH2:14][CH2:15][CH2:16][CH2:17][CH:18]([CH3:19])[CH3:20])[O:21]1. Reactants: CC(=O)O, CO, CCCCCC=O, [Na+], [OH-], O=Cc1cccnc1. Yields the product CCCCC(C=O)=Cc1cccnc1. As a reaction SMILES: [CH3:18][C:19](=[O:20])[OH:21].[CH3:22][OH:23].[CH:11]([CH2:12][CH2:13][CH2:14][CH2:15][CH3:16])=[O:17].[Na+:2].[OH-:1].[n:3]1[cH:4][c:5]([CH:9]=[O:10])[cH:6][cH:7][cH:8]1>>[n:3]1[cH:4][c:5]([CH:9]=[C:12]([CH:11]=[O:17])[CH2:13][CH2:14][CH2:15][CH3:16])[cH:6][cH:7][cH:8]1. Reactants: solution, C[O-].[Na+] (sodium methoxide), C(C1=CN=CC=C1)=O (nicotinaldehyde), C(C)(=O)C=1C=C2CCCCC2=CC1 (6-acetyltetraline). Yield: 56.8%. Conditions: time 12 hour. Procedure: A 28% solution of sodium methoxide in MeOH (0.9 g) was added to a mixture of nicotinaldehyde (6.71 g) and 6-acetyltetraline (10.83 g) in MeOH (50 ml) and the mixture was stirred at room temperature for 12 hours. After removal of the solvent, the residue was diluted with ethyl acetate, washed with water and brine, dried and concentrated. The residue was chromatographed on silica gel (hexane-ethyl acetate =1:1) followed by recrystallization from hexane-ethyl acetate to give the titled compound (9.... Reaction SMILES: C[O-].[Na+].[CH:4](=O)[C:5]1[CH:10]=[CH:9][CH:8]=[N:7][CH:6]=1.[C:12]([C:15]1[CH:16]=[C:17]2[C:22](=[CH:23][CH:24]=1)[CH2:21][CH2:20][CH2:19][CH2:18]2)(=[O:14])[CH3:13]>CO>[N:7]1[CH:8]=[CH:9][CH:10]=[C:5](/[CH:4]=[CH:13]/[C:12]([C:15]2[CH:24]=[CH:23][C:22]3[CH2:21][CH2:20][CH2:19][CH2:18][C:17]=3[CH:16]=2)=[O:14])[CH:6]=1 |f:0.1|. The product is N1=CC(=CC=C1)/C=C/C(=O)C1=CC=2CCCCC2C=C1 ([(E)-2-(3-pyridyl)ethenyl]-(5,6,7,8-tetrahydronaphthalen-2-yl)ketone). The solvent is CO (MeOH), CO (MeOH). Starting materials: Cn1cc(B2OC(C)(C)C(C)(C)O2)cn1, CCOC(C)=O, CC(C)(C)OC(=O)N(C(=O)OC(C)(C)C)c1nccc(Oc2cc(F)c(N)cc2F)c1I, [K+], [K+], O=C([O-])[O-], C1COCCO1, O. Yields the product Cn1cc(-c2c(Oc3cc(F)c(N)cc3F)ccnc2N(C(=O)OC(C)(C)C)C(=O)OC(C)(C)C)cn1. RXN SMILES: [CH3:33][n:34]1[n:35][cH:36][c:37]([B:39]2[O:40][C:41]([CH3:42])([CH3:43])[C:44]([CH3:45])([CH3:46])[O:47]2)[cH:38]1.[CH3:61][CH2:62][O:63][C:64]([CH3:65])=[O:66].[F:1][c:2]1[c:3]([O:4][c:5]2[c:6]([I:26])[c:7]([N:11]([C:12](=[O:13])[O:14][C:15]([CH3:16])([CH3:17])[CH3:18])[C:19](=[O:20])[O:21][C:22]([CH3:23])([CH3:24])[CH3:25])[n:8][cH:9][cH:10]2)[cH:27][c:28]([F:32])[c:29]([NH2:31])[cH:30]1.[K+:48].[K+:49].[O-:50][C:51]([O-:52])=[O:53].[O:54]1[CH2:55][CH2:56][O:57][CH2:58][CH2:59]1.[OH2:60]>>[F:1][c:2]1[c:3]([O:4][c:5]2[c:6](-[c:37]3[cH:36][n:35][n:34]([CH3:33])[cH:38]3)[c:7]([N:11]([C:12](=[O:13])[O:14][C:15]([CH3:16])([CH3:17])[CH3:18])[C:19](=[O:20])[O:21][C:22]([CH3:23])([CH3:24])[CH3:25])[n:8][cH:9][cH:10]2)[cH:27][c:28]([F:32])[c:29]([NH2:31])[cH:30]1. Starting materials: CO, Cc1cc(C)c(CC(=O)O)c(C)c1, Cl. The product is COC(=O)Cc1c(C)cc(C)cc1C. Reaction SMILES: [CH3:14][OH:15].[CH3:1][c:2]1[c:3]([CH2:10][C:11](=[O:12])[OH:13])[c:4]([CH3:9])[cH:5][c:6]([CH3:8])[cH:7]1.[ClH:16]>>[CH3:1][c:2]1[c:3]([CH2:10][C:11](=[O:12])[O:13][CH3:14])[c:4]([CH3:9])[cH:5][c:6]([CH3:8])[cH:7]1. The reactants are C1C(C)O1 (propylene oxide), CC1OC(OC1)=O (4-methyl-1,3-dioxolan-2-one). Product: CC1OC2(OC1)OC(CO2)C (2,7-dimethyl-1,4,6,9-tetraoxaspiro[4.4]nonane). The yield is 70.0%. As a reaction SMILES: [CH2:1]1[O:4][CH:2]1[CH3:3].[CH3:5][CH:6]1[CH2:10][O:9][C:8](=[O:11])[O:7]1>>[CH3:5][CH:6]1[CH2:10][O:9][C:8]2([O:4][CH2:1][CH:2]([CH3:3])[O:11]2)[O:7]1. Reported procedure: 4-methyl-1,3-dioxolan-2-one and propylene oxide were reacted in a similar manner to the procedure of Example 2, whereby 2,7-dimethyl-1,4,6,9-tetraoxaspiro[4.4]nonane was obtained in yield of about 70%. Reactants: O.O.[Sn](Cl)Cl (tin (II) chloride dihydrate), C(C)(=O)C=1C=C(C=C(C1)C(C)=O)[N+](=O)[O-] (3,5-diacetylnitrobenzene). The solvent is Cl (hydrochloric acid). Run at time 5 minute. Product: C(C)(=O)C=1C=C(N)C=C(C1)C(C)=O (3,5-Diacetylaniline). Yield: 46.7%. As a reaction SMILES: O.O.[Sn](Cl)Cl.[C:6]([C:9]1[CH:10]=[C:11]([N+:18]([O-])=O)[CH:12]=[C:13]([C:15](=[O:17])[CH3:16])[CH:14]=1)(=[O:8])[CH3:7]>Cl>[C:6]([C:9]1[CH:10]=[C:11]([CH:12]=[C:13]([C:15](=[O:17])[CH3:16])[CH:14]=1)[NH2:18])(=[O:8])[CH3:7] |f:0.1.2|. Reported procedure: To a stirred solution of tin (II) chloride dihydrate (32.87 grams) in concentrated hydrochloric acid (93 mL) at 50° C. was added 3,5-diacetylnitrobenzene (7.54 grams). The heat was removed immediately and an exotherm occurred. The mixture was stirred for 5 minutes, cooled with an ice bath, and neutralized with saturated potassium carbonate solution. The aqueous phase was extracted with several portions of ethyl acetate, dried over anhydrous sodium sulfate and concentrated in vacuo to afford 3.01...